Dataset: the Open Reaction Database (ORD), a public repository of structured organic reaction records. Task: describe an organic reaction: reactants, conditions, products, and yield Starting materials: C=CC(=O)OC(C)(C)C, C1CCOC1, COc1ccc(-c2c(-c3ccccc3)oc3ncnc(OC(C)C(C)O)c23)cc1, O. Product: COc1ccc(-c2c(-c3ccccc3)oc3ncnc(OC(C)C(C)OCCC(=O)OC(C)(C)C)c23)cc1. Reaction SMILES: [C:30]([CH:31]=[CH2:32])(=[O:33])[O:34][C:35]([CH3:36])([CH3:37])[CH3:38].[CH2:40]1[O:41][CH2:42][CH2:43][CH2:44]1.[CH3:1][O:2][c:3]1[cH:4][cH:5][c:6](-[c:9]2[c:10](-[c:24]3[cH:25][cH:26][cH:27][cH:28][cH:29]3)[o:11][c:12]3[n:13][cH:14][n:15][c:16]([O:18][CH:19]([CH:20]([CH3:21])[OH:22])[CH3:23])[c:17]23)[cH:7][cH:8]1.[OH2:39]>>[CH3:1][O:2][c:3]1[cH:4][cH:5][c:6](-[c:9]2[c:10](-[c:24]3[cH:25][cH:26][cH:27][cH:28][cH:29]3)[o:11][c:12]3[n:13][cH:14][n:15][c:16]([O:18][CH:19]([CH:20]([CH3:21])[O:22][CH2:32][CH2:31][C:30](=[O:33])[O:34][C:35]([CH3:36])([CH3:37])[CH3:38])[CH3:23])[c:17]23)[cH:7][cH:8]1. The reactants are CCCCCCCCCCOc1ccccc1-c1ccccc1C(=O)O, O=S(Cl)Cl. Yields the product CCCCCCCCCCOc1ccccc1-c1ccccc1C(=O)O, [Cl-]. Reaction SMILES: [CH2:1]([CH2:2][CH2:3][CH2:4][CH2:5][CH2:6][CH2:7][CH2:8][CH2:9][CH3:10])[O:11][c:12]1[c:13](-[c:18]2[c:19]([C:24](=[O:25])[OH:26])[cH:20][cH:21][cH:22][cH:23]2)[cH:14][cH:15][cH:16][cH:17]1.[S:27]([Cl:28])([Cl:29])=[O:30]>>[CH2:1]([CH2:2][CH2:3][CH2:4][CH2:5][CH2:6][CH2:7][CH2:8][CH2:9][CH3:10])[O:11][c:12]1[c:13](-[c:18]2[c:19]([C:24](=[O:25])[OH:26])[cH:20][cH:21][cH:22][cH:23]2)[cH:14][cH:15][cH:16][cH:17]1.[Cl-:29]. Starting materials: CC(=O)O (AcOH), C(C)(=O)C1=C(C=CC=C1)CCC(C1=CC(=CC=C1)OCC1=NC2=CC(=CC=C2C=C1)Cl)SCC(C(=O)OCC)C (Ethyl 3-((3-(2-acetylphenyl)-1-(3-((7-chloro-2-quinolinyl)methoxy)phenyl)propyl)thio)-2-methylpropanoate), [OH-].[Na+] (NaOH), NH4OAc. The solvent is CO.C1CCOC1 (MeOH THF). Conditions: time 24 hour. The product is C(C)(=O)C1=C(C=CC=C1)CCC(C1=CC(=CC=C1)OCC1=NC2=CC(=CC=C2C=C1)Cl)SCC(C(=O)O)C (3-((3-(2-acetylphenyl)-1-(3-((7-chloro-2-quinolinyl)methoxy)phenyl)propyl)thio)-2-methylpropanoic acid). As a reaction SMILES: [C:1]([C:4]1[CH:9]=[CH:8][CH:7]=[CH:6][C:5]=1[CH2:10][CH2:11][CH:12]([S:32][CH2:33][CH:34]([CH3:40])[C:35]([O:37]CC)=[O:36])[C:13]1[CH:18]=[CH:17][CH:16]=[C:15]([O:19][CH2:20][C:21]2[CH:30]=[CH:29][C:28]3[C:23](=[CH:24][C:25]([Cl:31])=[CH:26][CH:27]=3)[N:22]=2)[CH:14]=1)(=[O:3])[CH3:2].[OH-].[Na+].CC(O)=O>CO.C1COCC1>[C:1]([C:4]1[CH:9]=[CH:8][CH:7]=[CH:6][C:5]=1[CH2:10][CH2:11][CH:12]([S:32][CH2:33][CH:34]([CH3:40])[C:35]([OH:37])=[O:36])[C:13]1[CH:18]=[CH:17][CH:16]=[C:15]([O:19][CH2:20][C:21]2[CH:30]=[CH:29][C:28]3[C:23](=[CH:24][C:25]([Cl:31])=[CH:26][CH:27]=3)[N:22]=2)[CH:14]=1)(=[O:3])[CH3:2] |f:1.2,4.5|. Reported procedure: A mixture of the ester of Step 7 (3.844 g, 6.67 mmol) and 1.0N NaOH (13 mL) in 55 mL of MeOH:THF 3:2 was stirred at r.t. for 24 h. 25% Aq NH4OAc was then added and the mixture was acidified with AcOH. The title acid was extracted with EtOAc, dried over Na2SO4 and purified by flash chromatography on silica with acetone:toluene:AcOH 5:95:1. Yield 3.491 g, 95%.